From a dataset of the Open Reaction Database (ORD), a public repository of structured organic reaction records. describe an organic reaction: reactants, conditions, products, and yield Reactants: BrC(C1=NC2=C3C(=CC=C2C=C1)C=CC=C3)Br (2-(dibromomethyl)benzo[h]quinoline), CCO (EtOH). The reagents and catalysts are [N+](=O)([O-])[O-].[Ag+] (AgNO3). Solvent: C1CCOC1 (THF), O (H2O). The product is N1=C(C=CC2=CC=C3C(=C12)C=CC=C3)C=O (benzo[h]quinoline-2-carbaldehyde). As a reaction SMILES: Br[CH:2](Br)[C:3]1[CH:12]=[CH:11][C:10]2[C:5](=[C:6]3[CH:16]=[CH:15][CH:14]=[CH:13][C:7]3=[CH:8][CH:9]=2)[N:4]=1.CC[OH:20]>C1COCC1.O.[N+]([O-])([O-])=O.[Ag+]>[N:4]1[C:5]2[C:10](=[CH:9][CH:8]=[C:7]3[CH:13]=[CH:14][CH:15]=[CH:16][C:6]3=2)[CH:11]=[CH:12][C:3]=1[CH:2]=[O:20] |f:4.5|. Procedure details: To a mixture of 2-(dibromomethyl)benzo[h]quinoline (52 mg, 0.148 mmol) in EtOH (2 mL) and THF (1 mL) was added a solution of AgNO3 (75 mg, 0.444 mmol) in H2O (1 mL). The mixture was stirred at reflux for 2 h. The solid was filtered off and the organic solvent was removed under reduced pressure. DCM (5 mL) was added and the layers were separated. The aqueous layer was extracted with DCM (5 mL×2). The combined organic layers were washed with brine (2 mL) and dried by anhydrous Na2SO4. The organic ... Reactants: CC(C)(C)OC(=O)n1nc(OC(F)F)c2ccc(OCc3ccccc3)cc21, C1CCOC1, [H][H], O, [Pd]. Yields the product CC(C)(C)OC(=O)n1nc(OC(F)F)c2ccc(O)cc21. RXN SMILES: [CH2:1]([c:2]1[cH:3][cH:4][cH:5][cH:6][cH:7]1)[O:8][c:9]1[cH:10][cH:11][c:12]2[c:13]([O:25][CH:26]([F:27])[F:28])[n:14][n:15]([C:18](=[O:19])[O:20][C:21]([CH3:22])([CH3:23])[CH3:24])[c:16]2[cH:17]1.[CH2:32]1[O:33][CH2:34][CH2:35][CH2:36]1.[H:30][H:31].[OH2:29].[Pd:37]>>[OH:8][c:9]1[cH:10][cH:11][c:12]2[c:13]([O:25][CH:26]([F:27])[F:28])[n:14][n:15]([C:18](=[O:19])[O:20][C:21]([CH3:22])([CH3:23])[CH3:24])[c:16]2[cH:17]1. Reactants: ( B ), [C@@H]12N(C[C@@H](NC1)C2)C(=O)OC(C)(C)C (tert-butyl(1S,4S)-(−)-2,5-diazabicyclo[2.2.1]heptane-2-carboxylate), C1(CC1)NC(=O)C=1C=CC(=C(C1)NC(C1=C(C=CC(=C1)F)[N+](=O)[O-])=O)C (N-{5-[(cyclopropylamino)carbonyl]-2-methylphenyl}-5-fluoro-2-nitrobenzamide). Product: C1(CC1)NC(=O)C=1C=CC(=C(C1)NC(=O)C=1C=C(C=CC1[N+](=O)[O-])N1[C@@H]2CN([C@H](C1)C2)C(=O)OC(C)(C)C)C (tert-butyl(1S,4S)-5-{3-[({5-[(cyclopropylamino)carbonyl]-2-methylphenyl}amino)carbonyl]-4-nitrophenyl}-2,5-diazabicyclo[2.2.1]heptane-2-carboxylate). Reaction SMILES: [C@H:1]12[CH2:7][C@H:4]([NH:5][CH2:6]1)[CH2:3][N:2]2[C:8]([O:10][C:11]([CH3:14])([CH3:13])[CH3:12])=[O:9].[CH:15]1([NH:18][C:19]([C:21]2[CH:22]=[CH:23][C:24]([CH3:40])=[C:25]([NH:27][C:28](=[O:39])[C:29]3[CH:34]=[C:33](F)[CH:32]=[CH:31][C:30]=3[N+:36]([O-:38])=[O:37])[CH:26]=2)=[O:20])[CH2:17][CH2:16]1>>[CH:15]1([NH:18][C:19]([C:21]2[CH:22]=[CH:23][C:24]([CH3:40])=[C:25]([NH:27][C:28]([C:29]3[CH:34]=[C:33]([N:5]4[CH2:6][C@@H:1]5[CH2:7][C@H:4]4[CH2:3][N:2]5[C:8]([O:10][C:11]([CH3:14])([CH3:13])[CH3:12])=[O:9])[CH:32]=[CH:31][C:30]=3[N+:36]([O-:38])=[O:37])=[O:39])[CH:26]=2)=[O:20])[CH2:17][CH2:16]1. Procedure: Using an analogous procedure to that described paragraph (B) in the portion of Example 1, which is concerned with the preparation of starting materials, and tert-butyl(1S,4S)-(−)-2,5-diazabicyclo[2.2.1]heptane-2-carboxylate was reacted with N-{5-[(cyclopropylamino)carbonyl]-2-methylphenyl}-5-fluoro-2-nitrobenzamide to give of tert-butyl(1S,4S)-5-{3-[({5-[(cyclopropylamino)carbonyl]-2-methylphenyl}amino)carbonyl]-4-nitrophenyl}-2,5-diazabicyclo[2.2.1]heptane-2-carboxylate; NMR Spectrum: (DMSOd6) ... Reactants: O=C(n1ccnc1)n1ccnc1, Cc1ccccc1C(=O)Nc1ccc(C(=O)Cl)cc1, C1CCOC1, c1ccc2c(c1)NCc1cccn1-2. Product: Cc1ccccc1C(=O)Nc1ccc(C(=O)N2Cc3cccn3-c3ccccc32)cc1. RXN SMILES: [C:20]([n:21]1[cH:22][cH:23][n:24][cH:25]1)([n:26]1[cH:27][cH:28][n:29][cH:30]1)=[O:31].[CH3:1][c:2]1[c:3]([C:4](=[O:5])[NH:6][c:7]2[cH:8][cH:9][c:10]([C:11](=[O:12])[Cl:13])[cH:14][cH:15]2)[cH:16][cH:17][cH:18][cH:19]1.[O:45]1[CH2:46][CH2:47][CH2:48][CH2:49]1.[cH:32]1[cH:33][cH:34][c:35]2[n:36]1-[c:37]1[cH:38][cH:39][cH:40][cH:41][c:42]1[NH:43][CH2:44]2>>[CH3:1][c:2]1[c:3]([C:4](=[O:5])[NH:6][c:7]2[cH:8][cH:9][c:10]([C:11](=[O:12])[N:43]3[c:42]4[c:37]([cH:38][cH:39][cH:40][cH:41]4)-[n:36]4[cH:32][cH:33][cH:34][c:35]4[CH2:44]3)[cH:14][cH:15]2)[cH:16][cH:17][cH:18][cH:19]1.